From a dataset of the Open Reaction Database (ORD), a public repository of structured organic reaction records. describe an organic reaction: reactants, conditions, products, and yield Starting materials: COC(C(F)(F)F)O (Trifluoroacetaldehyde methyl hemiacetal), C(=O)=O (dry ice), C(F)(F)(F)CO (CF3CH2OH), aldehyde, C(=O)=O (dry ice), S(O)(O)(=O)=O (Sulfuric acid), S(O)(O)(=O)=O (sulfuric acid). Run at temperature 75 celsius. The product is C(F)(F)(F)C(O)OCC(F)(F)F (CF3CH(OH)OCH2CF3). Reaction SMILES: C(=O)=O.S(=O)(=O)(O)O.[C:9]([CH2:13][OH:14])([F:12])([F:11])[F:10].C[O:16][CH:17](O)[C:18]([F:21])([F:20])[F:19]>>[C:9]([CH:13]([O:16][CH2:17][C:18]([F:21])([F:20])[F:19])[OH:14])([F:12])([F:11])[F:10]. Reported procedure: A 250 mL round bottom flask was equipped with a thermometer, magnetic stir bar, addition funnel and dry ice condenser leading to a receiver cooled with an isopropanol cold bath held at about −30° C. by the addition of portions of dry ice as needed. Sulfuric acid (175 g) was placed in the 250 mL flask and CF3CH2OH (Aldrich, 57.8 g, 0.578 mole) placed in the receiver. Trifluoroacetaldehyde methyl hemiacetal (Alfa Aesar, 50 g, 90% purity, 0.346 mole) was placed in the addition funnel and added rapi... Reactants: ClC1=C(C2=C(CC(O2)C(=O)OC)C=C1C(C1=CC=CS1)=O)Cl (methyl 6,7-dichloro-2,3-dihydro-5-(2-thenoyl)benzofuran-2-carboxylate), C(C1=CC=CC=C1)(=O)OOC(C1=CC=CC=C1)=O (benzoyl peroxide), methyl 2(and 3)-bromo-6,7-dichloro-2,3-dihydrobenzofuran-2-carboxylate, 1,5-diazobicyclo(4.3.0)-5-nonene, BrN1C(CCC1=O)=O (N-bromosuccinimide), Cl (hydrochloric acid). Solvent: CS(=O)C (dimethylsulfoxide), C(Cl)(Cl)(Cl)Cl (carbon tetrachloride), O (water). Conditions: temperature 25 celsius, time 2 hour. Product: ClC1=C(C2=C(C=C(O2)C(=O)OC)C=C1C(C1=CC=CS1)=O)Cl (methyl 6,7-dichloro-5-(2-thenoyl)benzofuran-2-carboxylate). RXN SMILES: [Cl:1][C:2]1[C:14]([C:15](=[O:21])[C:16]2[S:20][CH:19]=[CH:18][CH:17]=2)=[CH:13][C:5]2[CH2:6][CH:7]([C:9]([O:11][CH3:12])=[O:10])[O:8][C:4]=2[C:3]=1[Cl:22].C(OOC(=O)C1C=CC=CC=1)(=O)C1C=CC=CC=1.BrN1C(=O)CCC1=O.Cl>C(Cl)(Cl)(Cl)Cl.CS(C)=O.O>[Cl:1][C:2]1[C:14]([C:15](=[O:21])[C:16]2[S:20][CH:19]=[CH:18][CH:17]=2)=[CH:13][C:5]2[CH:6]=[C:7]([C:9]([O:11][CH3:12])=[O:10])[O:8][C:4]=2[C:3]=1[Cl:22]. Procedure details: A solution of methyl 6,7-dichloro-2,3-dihydro-5-(2-thenoyl)benzofuran-2-carboxylate (3.6 g., 0.01 mole) in carbon tetrachloride (100 ml.) containing a few crystals of benzoyl peroxide is treated with N-bromosuccinimide (1.8 g., 0.01 mole) then refluxed for one hour. The reaction mixture is cooled, filtered free of succinimide and the solvent distilled at reduced pressure to leave a yellow residual oil comprised of a mixture of methyl 2(and 3)-bromo-6,7-dichloro-2,3-dihydrobenzofuran-2-carboxylat... Starting materials: BrCC=C(CCC(=C(C)C)C)C (1-bromo-3,6,7-trimethyl-2,6-octadiene), OC1=CC2=C(CCO2)C=C1 (6-hydroxy-2,3-dihydrobenzofuran). The product is CC(=CCOC1=CC2=C(CCO2)C=C1)CCC(=C(C)C)C (6-[(3,6,7-trimethyl-2,6-octadienyl)-oxy]-2,3-dihydrobenzofuran). RXN SMILES: Br[CH2:2][CH:3]=[C:4]([CH3:12])[CH2:5][CH2:6][C:7]([CH3:11])=[C:8]([CH3:10])[CH3:9].[OH:13][C:14]1[CH:22]=[CH:21][C:17]2[CH2:18][CH2:19][O:20][C:16]=2[CH:15]=1>>[CH3:12][C:4]([CH2:5][CH2:6][C:7]([CH3:11])=[C:8]([CH3:10])[CH3:9])=[CH:3][CH2:2][O:13][C:14]1[CH:22]=[CH:21][C:17]2[CH2:18][CH2:19][O:20][C:16]=2[CH:15]=1. Reported procedure: 1-bromo-3,6,7-trimethyl-2,6-octadiene and 6-hydroxy-2,3-dihydrobenzofuran are reacted to form 6-[(3,6,7-trimethyl-2,6-octadienyl)-oxy]-2,3-dihydrobenzofuran of boiling point 124°-126° C./0.001 mmHg; nD20 = 1.5412; Reactants: [OH-].[K+] (KOH), ClC1=C(N=CC(=N1)N[C@@H](C(=O)N)CC)C#N ((R)-2-((6-chloro-5-cyanopyrazin-2-yl)amino)butanamide), Cl.Cl.N1=CC(=C2N1C=CC=C2)N (pyrazolo[1,5-a]pyridin-3-amine dihydrochloride), C([O-])([O-])=O.[Cs+].[Cs+] (cesium carbonate), C=1C=CC(=CC1)P(C=2C=CC=CC2)C3=CC=C4C=CC=CC4=C3C5=C6C=CC=CC6=CC=C5P(C=7C=CC=CC7)C=8C=CC=CC8 (BINAP), OO (H2O2). The reagents and catalysts are CC(=O)[O-].CC(=O)[O-].[Pd+2] (Pd(OAc)2). The solvent is CO (MeOH), O1CCOCC1 (dioxane), CS(=O)C (DMSO). Run at temperature 115 celsius, time 16 hour. Yields the product NC([C@@H](CC)NC=1N=C(C(=NC1)C(=O)N)NC=1C=NN2C1C=CC=C2)=O ((R)-5-((l-amino-1-oxobutan-2-yl)amino)-3-(pyrazolo[1,5-a]pyridin-3-ylamino)pyrazine-2-carboxamide). Yield: 9.4%. RXN SMILES: Cl[C:2]1[N:7]=[C:6]([NH:8][C@H:9]([CH2:13][CH3:14])[C:10]([NH2:12])=[O:11])[CH:5]=[N:4][C:3]=1[C:15]#[N:16].Cl.Cl.[N:19]1[N:23]2[CH:24]=[CH:25][CH:26]=[CH:27][C:22]2=[C:21]([NH2:28])[CH:20]=1.C(=O)([O-])[O-:30].[Cs+].[Cs+].C1C=CC(P(C2C(C3C(P(C4C=CC=CC=4)C4C=CC=CC=4)=CC=C4C=3C=CC=C4)=C3C(C=CC=C3)=CC=2)C2C=CC=CC=2)=CC=1.[OH-].[K+].OO>O1CCOCC1.CO.CS(C)=O.CC([O-])=O.CC([O-])=O.[Pd+2]>[NH2:12][C:10](=[O:11])[C@H:9]([NH:8][C:6]1[N:7]=[C:2]([NH:28][C:21]2[CH:20]=[N:19][N:23]3[CH:24]=[CH:25][CH:26]=[CH:27][C:22]=23)[C:3]([C:15]([NH2:16])=[O:30])=[N:4][CH:5]=1)[CH2:13][CH3:14] |f:1.2.3,4.5.6,8.9,14.15.16|. Procedure: The mixture of (R)-2-((6-chloro-5-cyanopyrazin-2-yl)amino)butanamide (65 mg, 0.27 mmol), pyrazolo[1,5-a]pyridin-3-amine dihydrochloride (56 mg, 0.27 mmol), powder cesium carbonate (360 mg, 1.08 mmol), BINAP (31 mg, 0.05 mmol), Pd(OAc)2 (11 mg, 0.05 mmol) in 15 mL dioxane was degassed with argon stream. It was stirred in argon atmosphere at 115° C. for 16 h. The mixture was cooled, diluted with 100 mL EtOAc, vigorously stirred, and filtered through celite. The filtrate was concentrated and subjec... Reactants: C([O-])([O-])=O.[Na+].[Na+] (sodium carbonate), CN(C1=CC=C(C(C2=CC=C(C=C2)N(C)C)C2=C(C(=O)O)C=C(C=C2)N(C)C)C=C1)C (2-[4,4'-bis-(dimethylamino)benzhydryl]-5-dimethylaminobenzoic acid), OC1=C(C2=CC=CC=C2C=C1)N=NC1=C(C=CC(=C1)S(=O)(=O)O)O (1-[(2-hydroxynaphthyl)azo]-2-hydroxybenzene-5-sulfonic acid). Reaction conditions: temperature 90 celsius, time 15 hour. Product: 39.4, CN(C1=CC=C(C=C1)C1(OC(=O)C2=CC(=CC=C12)N(C)C)C1=CC=C(C=C1)N(C)C)C (3,3-bis-(4-dimethylaminophenyl)-6-dimethylaminophthalide). RXN SMILES: C(=O)([O-])[O-].[Na+].[Na+].[CH3:7][N:8]([CH3:37])[C:9]1[CH:36]=[CH:35][C:12]([CH:13]([C:23]2[CH:31]=[CH:30][C:29]([N:32]([CH3:34])[CH3:33])=[CH:28][C:24]=2[C:25]([OH:27])=[O:26])[C:14]2[CH:19]=[CH:18][C:17]([N:20]([CH3:22])[CH3:21])=[CH:16][CH:15]=2)=[CH:11][CH:10]=1.OC1C=CC2C(=CC=CC=2)C=1N=NC1C=C(S(O)(=O)=O)C=CC=1O>>[CH3:22][N:20]([CH3:21])[C:17]1[CH:16]=[CH:15][C:14]([C:13]2([C:12]3[CH:11]=[CH:10][C:9]([N:8]([CH3:7])[CH3:37])=[CH:36][CH:35]=3)[C:23]3[C:24](=[CH:28][C:29]([N:32]([CH3:34])[CH3:33])=[CH:30][CH:31]=3)[C:25](=[O:27])[O:26]2)=[CH:19][CH:18]=1 |f:0.1.2|. Reported procedure: In accordance with the process of Example 1, the aqueous solution containing a sodium carbonate and 2-[4,4'-bis-(dimethylamino)benzhydryl]-5-dimethylaminobenzoic acid and cobalt complex of 1-[(2-hydroxynaphthyl)azo]-2-hydroxybenzene-5-sulfonic acid [I], was heated at 90° C. and 36 wt. parts of air was fed into it under vigorously stirring during 15 hours and the precipitate was separated by a filtration and washed with a dilute aqueous solution of sodium hydroxide and with water to obtain 39.4 w...